From a dataset of the Open Reaction Database (ORD), a public repository of structured organic reaction records. describe an organic reaction: reactants, conditions, products, and yield The reactants are O=C1CCc2cc(Br)ccc21, [Na+], O=C([O-])O, O, OCCO, Cc1ccc(S(=O)(=O)O)cc1, c1ccccc1. Yields the product Brc1ccc2c(c1)CCC21OCCO1. As a reaction SMILES: [Br:1][c:2]1[cH:3][c:4]2[c:8]([cH:9][cH:10]1)[C:7](=[O:11])[CH2:6][CH2:5]2.[Na+:32].[O-:28][C:29]([OH:30])=[O:31].[OH2:16].[OH:12][CH2:13][CH2:14][OH:15].[c:17]1([CH3:18])[cH:19][cH:20][c:21]([S:22]([OH:23])(=[O:24])=[O:25])[cH:26][cH:27]1.[cH:33]1[cH:34][cH:35][cH:36][cH:37][cH:38]1>>[Br:1][c:2]1[cH:3][c:4]2[c:8]([cH:9][cH:10]1)[C:7]1([CH2:6][CH2:5]2)[O:11][CH2:14][CH2:13][O:12]1. Starting materials: ClC1=C(C=C(C=C1)[C@]12[C@@H]([C@H]([C@@H]([C@@](CO1)(O2)C(C#C[Si](C)(C)C)O)O)O)O)CC2=CC=C(C=C2)OCC ((1S,2S,3S,4R,5S)-5-[4-chloro-3 [(4-ethoxyphenyl)methyl]phenyl]-1-(1-hydroxy-3-trimethysilyl-prop-2-ynyl)-6,8-dioxabicyclo[3.2.1]octane-2,3,4-triol), [OH-].[Na+] (sodium hydroxide), [Cl-].[NH4+] (ammonium chloride). The solvent is CO (methanol). Conditions: time 10 hour. The product is ClC1=C(C=C(C=C1)[C@]12[C@@H]([C@H]([C@@H]([C@@](CO1)(O2)C(C#C)O)O)O)O)CC2=CC=C(C=C2)OCC ((1S,2S,3S,4R,5S)-5-[4-chloro-3 [(4-ethoxyphenyl)methyl]phenyl]-1-(1-hydroxyprop-2-yn-1-yl)-6,8-dioxabicyclo[3.2.1]octane-2,3,4-triol). The yield is 14.8%. RXN SMILES: [Cl:1][C:2]1[CH:7]=[CH:6][C:5]([C@@:8]23[O:15][C@:12]([CH:16]([OH:23])[C:17]#[C:18][Si](C)(C)C)([CH2:13][O:14]2)[C@@H:11]([OH:24])[C@H:10]([OH:25])[C@H:9]3[OH:26])=[CH:4][C:3]=1[CH2:27][C:28]1[CH:33]=[CH:32][C:31]([O:34][CH2:35][CH3:36])=[CH:30][CH:29]=1.[OH-].[Na+].[Cl-].[NH4+]>CO>[Cl:1][C:2]1[CH:7]=[CH:6][C:5]([C@@:8]23[O:15][C@:12]([CH:16]([OH:23])[C:17]#[CH:18])([CH2:13][O:14]2)[C@@H:11]([OH:24])[C@H:10]([OH:25])[C@H:9]3[OH:26])=[CH:4][C:3]=1[CH2:27][C:28]1[CH:29]=[CH:30][C:31]([O:34][CH2:35][CH3:36])=[CH:32][CH:33]=1 |f:1.2,3.4|. Procedure: To a solution of (1S,2S,3S,4R,5S)-5-[4-chloro-3 [(4-ethoxyphenyl)methyl]phenyl]-1-(1-hydroxy-3-trimethysilyl-prop-2-ynyl)-6,8-dioxabicyclo[3.2.1]octane-2,3,4-triol 4b (0.44 g, 0.82 mmol) in anhydrous methanol (20 mL) was added sodium hydroxide (32.9 mg, 8.2 mmol). The mixture was stirred at room temperature for 10 hours. The reaction mixture was adjusted to pH 6-7 with saturated aqueous ammonium chloride, and extracted with ethyl acetate (40 mL×3). The combined organic layers were washed with wa... Starting materials: N#CC1(NC(=O)C2CC(S(=O)(=O)c3ccccc3)CN2)CC1, O=C(O)C(F)(F)F, O=C(O)C1CCOCC1. The product is N#CC1(NC(=O)C2CC(S(=O)(=O)c3ccccc3)CN2C(=O)C2CCOCC2)CC1. RXN SMILES: [C:8](#[N:9])[C:10]1([NH:13][C:14](=[O:15])[CH:16]2[NH:17][CH2:18][CH:19]([S:21](=[O:22])(=[O:23])[c:24]3[cH:25][cH:26][cH:27][cH:28][cH:29]3)[CH2:20]2)[CH2:11][CH2:12]1.[F:1][C:2]([F:3])([F:4])[C:5]([OH:6])=[O:7].[O:30]1[CH2:31][CH2:32][CH:33]([C:36](=[O:37])[OH:38])[CH2:34][CH2:35]1>>[C:8](#[N:9])[C:10]1([NH:13][C:14](=[O:15])[CH:16]2[N:17]([C:36]([CH:33]3[CH2:32][CH2:31][O:30][CH2:35][CH2:34]3)=[O:37])[CH2:18][CH:19]([S:21](=[O:22])(=[O:23])[c:24]3[cH:25][cH:26][cH:27][cH:28][cH:29]3)[CH2:20]2)[CH2:11][CH2:12]1.